This data is from the Open Reaction Database (ORD), a public repository of structured organic reaction records. The task is: describe an organic reaction: reactants, conditions, products, and yield Reactants: CON(C)C(=O)c1cccc(Br)c1, CCOC(C)=O, [Li]CCCC, CSc1nccc(C)n1, CC(C)NC(C)C, C1CCOC1, O. Yields the product CSc1nccc(CC(=O)c2cccc(Br)c2)n1. Reaction SMILES: [Br:22][c:23]1[cH:24][c:25]([C:26](=[O:27])[N:28]([O:29][CH3:30])[CH3:31])[cH:32][cH:33][cH:34]1.[C:41]([O:42][CH2:43][CH3:44])(=[O:45])[CH3:46].[CH2:8]([Li:9])[CH2:10][CH2:11][CH3:12].[CH3:13][S:14][c:15]1[n:16][cH:17][cH:18][c:19]([CH3:21])[n:20]1.[CH:1]([NH:2][CH:3]([CH3:4])[CH3:5])([CH3:6])[CH3:7].[O:35]1[CH2:36][CH2:37][CH2:38][CH2:39]1.[OH2:40]>>[CH3:13][S:14][c:15]1[n:16][cH:17][cH:18][c:19]([CH2:21][C:26]([c:25]2[cH:24][c:23]([Br:22])[cH:34][cH:33][cH:32]2)=[O:27])[n:20]1. Reactants: C(C)(C)(C)OC(N(COC)[C@@H]1C(O[C@H]([C@@H]([C@H](CCC1)CC1=CC=C(C=C1)OC)O[Si](C(C)C)(C(C)C)C(C)C)C)=O)=O (tert-butyl((3S,7R,8R,9S)-7-(4-methoxybenzyl)-9-methyl-2-oxo-8-((triisopropylsilyl)oxy)oxonan-3-yl)(methoxymethyl)carbamate), CCCC[N+](CCCC)(CCCC)CCCC.[F-] (TBAF). Procedure details: To a round bottom flask were added tert-butyl((3S,7R,8R,9S)-7-(4-methoxybenzyl)-9-methyl-2-oxo-8-((triisopropylsilyl)oxy)oxonan-3-yl)(methoxymethyl)carbamate (1.61 g, 2.65 mmol), THF (26.5 ml) and TBAF (1.0 M, 5.30 ml, 5.30 mmol) at room temperature and an exotherm noted. The reaction was stirred at room temperature until thin layer chromatography (TLC) showed complete consumption of starting material. After approximately 2 h, the reaction was quenched by the addition of NaHCO3 and extracted wit... Run at time 2 hour. The product is C(C)(C)(C)OC(N(COC)[C@@H]1C(O[C@H]([C@@H]([C@H](CCC1)CC1=CC=C(C=C1)OC)O)C)=O)=O (tert-butyl((3S,7R,8R,9S)-8-hydroxy-7-(4-methoxybenzyl)-9-methyl-2-oxooxonan-3-yl)(methoxymethyl)carbamate). Isolated yield 58.7%. Solvent: C1CCOC1 (THF). As a reaction SMILES: [C:1]([O:5][C:6](=[O:42])[N:7]([C@H:11]1[CH2:19][CH2:18][CH2:17][C@H:16]([CH2:20][C:21]2[CH:26]=[CH:25][C:24]([O:27][CH3:28])=[CH:23][CH:22]=2)[C@@H:15]([O:29][Si](C(C)C)(C(C)C)C(C)C)[C@H:14]([CH3:40])[O:13][C:12]1=[O:41])[CH2:8][O:9][CH3:10])([CH3:4])([CH3:3])[CH3:2].CCCC[N+](CCCC)(CCCC)CCCC.[F-]>C1COCC1>[C:1]([O:5][C:6](=[O:42])[N:7]([C@H:11]1[CH2:19][CH2:18][CH2:17][C@H:16]([CH2:20][C:21]2[CH:26]=[CH:25][C:24]([O:27][CH3:28])=[CH:23][CH:22]=2)[C@@H:15]([OH:29])[C@H:14]([CH3:40])[O:13][C:12]1=[O:41])[CH2:8][O:9][CH3:10])([CH3:3])([CH3:2])[CH3:4] |f:1.2|.